From a dataset of the Open Reaction Database (ORD), a public repository of structured organic reaction records. describe an organic reaction: reactants, conditions, products, and yield The reactants are potassium t-butylate, C(#N)C1=CC=C(C=C1)CCCC=O (4-(p-cyanophenyl)butyraldehyde), COC(C)(C)C (t-butyl methyl ether), COC(C)(C)C (t-butyl methyl ether), O (water). The reagents and catalysts are [Br-].C[P+](C1=CC=CC=C1)(C1=CC=CC=C1)C1=CC=CC=C1 (methyl-triphenylphosphonium bromide). Reaction conditions: time 40 minute. The product is C(CCC=C)C1=CC=C(C#N)C=C1 (p-(4-pentenyl)benzonitrile). As a reaction SMILES: [C:1]([C:3]1[CH:8]=[CH:7][C:6]([CH2:9][CH2:10][CH2:11][CH:12]=O)=[CH:5][CH:4]=1)#[N:2].O.[CH3:15]OC(C)(C)C>[Br-].C[P+](C1C=CC=CC=1)(C1C=CC=CC=1)C1C=CC=CC=1>[CH2:9]([C:6]1[CH:7]=[CH:8][C:3]([C:1]#[N:2])=[CH:4][CH:5]=1)[CH2:10][CH2:11][CH:12]=[CH2:15] |f:3.4|. Procedure details: A suspension of 6.5 g of methyl-triphenylphosphonium bromide in 50 ml of t-butyl methyl ether was treated with 2.1 g of potassium t-butylate at -5° C. and the mixture was then stirred at room temperature for 40 minutes. Subsequently, the mixture was treated at 0° C. with a solution of 2.6 g of 4-(p-cyanophenyl)butyraldehyde in 30 ml of t-butyl methyl ether and the resulting mixture was stirred for 1 hour at room temperature. Thereafter, the reaction mixture was treated with water and extracted t... Reactants: CC(C)(C)OC(=O)N1CCN(c2ccc(N3CCN(S(=O)(=O)C4CC4)CC3)cn2)c2ccccc21, Cl, C1COCCO1. Yields the product O=S(=O)(C1CC1)N1CCN(c2ccc(N3CCNc4ccccc43)nc2)CC1. RXN SMILES: [C:1]([O:2][C:3](=[O:4])[N:8]1[CH2:9][CH2:10][N:11]([c:18]2[n:19][cH:20][c:21]([N:24]3[CH2:25][CH2:26][N:27]([S:30](=[O:31])(=[O:32])[CH:33]4[CH2:34][CH2:35]4)[CH2:28][CH2:29]3)[cH:22][cH:23]2)[c:12]2[cH:13][cH:14][cH:15][cH:16][c:17]21)([CH3:5])([CH3:6])[CH3:7].[ClH:36].[O:37]1[CH2:38][CH2:39][O:40][CH2:41][CH2:42]1>>[NH:8]1[CH2:9][CH2:10][N:11]([c:18]2[n:19][cH:20][c:21]([N:24]3[CH2:25][CH2:26][N:27]([S:30](=[O:31])(=[O:32])[CH:33]4[CH2:34][CH2:35]4)[CH2:28][CH2:29]3)[cH:22][cH:23]2)[c:12]2[cH:13][cH:14][cH:15][cH:16][c:17]21. Reactants: CO, CNC(=O)C(C(=NO)SC)C(C)(C)C, [O-][I+3]([O-])([O-])[O-], [Na+], O. The product is CNC(=O)C(C(=NO)S(C)=O)C(C)(C)C. RXN SMILES: [CH3:22][OH:23].[CH3:7][C:8]([CH:9]([C:10]([S:11][CH3:12])=[N:13][OH:14])[C:15]([NH:16][CH3:17])=[O:18])([CH3:19])[CH3:20].[I+3:1]([O-:2])([O-:3])([O-:4])[O-:5].[Na+:6].[OH2:21]>>[O:2]=[S:11]([C:10]([CH:9]([C:8]([CH3:7])([CH3:19])[CH3:20])[C:15]([NH:16][CH3:17])=[O:18])=[N:13][OH:14])[CH3:12].